The task is: describe an organic reaction: reactants, conditions, products, and yield. This data is from the Open Reaction Database (ORD), a public repository of structured organic reaction records. The reactants are C(=C\C1=CC=CC=C1)/C=1N=C2C(=NC1)N(C=C2)S(=O)(=O)C2=CC=C(C)C=C2 ((E)-2-styryl-5-tosyl-5H-pyrrolo[2,3-b]pyrazine), NaIO4, O1CCOCC1 (1,4-dioxane), OSO4. Solvent: O (water). Reaction conditions: temperature 25 celsius, time 16 hour. Yields the product S(=O)(=O)(C1=CC=C(C)C=C1)N1C=CC=2C1=NC=C(N2)C=O (5-tosyl-5H-pyrrolo[2,3-b]pyrazine-2-carbaldehyde). The yield is 67.0%. As a reaction SMILES: [CH:1](/[C:9]1[N:10]=[C:11]2[CH:17]=[CH:16][N:15]([S:18]([C:21]3[CH:27]=[CH:26][C:24]([CH3:25])=[CH:23][CH:22]=3)(=[O:20])=[O:19])[C:12]2=[N:13][CH:14]=1)=C\C1C=CC=CC=1.[O:28]1CCOCC1>O>[S:18]([N:15]1[C:12]2=[N:13][CH:14]=[C:9]([CH:1]=[O:28])[N:10]=[C:11]2[CH:17]=[CH:16]1)([C:21]1[CH:27]=[CH:26][C:24]([CH3:25])=[CH:23][CH:22]=1)(=[O:20])=[O:19]. Procedure: To a solution of (E)-2-styryl-5-tosyl-5H-pyrrolo[2,3-b]pyrazine (72.3 g, 193 mmol) in 1,4-dioxane (1500 mL) and water (300 mL) was added NaIO4 (165 g, 770 mmol) followed by OSO4 (5.00 g, 19.7 mmol). The reaction was stirred at about 25° C. for about 16 h. The reaction was concentrated under reduced pressure then was partitioned with 10% aqueous Na2S2O3 (1000 mL) and DCM (1000 mL). The organic layer was washed with water (2×500 mL) and the layers were filtered to remove undissolved precipitate an... Starting materials: CN(C)C=O, OCC(F)(F)F, O=S1(=O)c2ccccc2Oc2cc(F)ccc21, [KH]. Yields the product O=S1(=O)c2ccccc2Oc2cc(OCC(F)(F)F)ccc21. RXN SMILES: [CH3:25][N:26]([CH3:27])[CH:28]=[O:29].[F:1][C:2]([CH2:3][OH:4])([F:5])[F:6].[F:8][c:9]1[cH:10][cH:11][c:12]2[c:21]([cH:22]1)[O:20][c:19]1[c:14]([cH:15][cH:16][cH:17][cH:18]1)[S:13]2(=[O:23])=[O:24].[KH:7]>>[F:1][C:2]([CH2:3][O:4][c:9]1[cH:10][cH:11][c:12]2[c:21]([cH:22]1)[O:20][c:19]1[c:14]([cH:15][cH:16][cH:17][cH:18]1)[S:13]2(=[O:23])=[O:24])([F:5])[F:6]. Starting materials: ClC=1C2=C(N=C(N1)N1CCOCC1)N(CC2)C2=CC=NC=C2 (4-chloro-2-morpholin-4-yl-7-pyridin-4-yl-6,7-dihydro-5H-pyrrolo[2,3-d]pyrimidine), CC1(OB(OC1(C)C)C1=CC=C(C=C1)NS(=O)(=O)C)C (N-(4-(4,4,5,5-tetramethyl-1,3,2-dioxaborolan-2-yl)-phenyl)methane sulfonamide), B(O)O (boronic acid). Yields the product N1(CCOCC1)C=1N=C(C2=C(N1)N(CC2)C2=CC=NC=C2)C2=CC=C(C=C2)NS(=O)(=O)C (N-[4-(2-morpholin-4-yl-7-pyridin-4-yl-6,7-dihydro-5H-pyrrolo[2,3-d]pyrimidin-4-yl)-phenyl]-methane sulfonamide). As a reaction SMILES: Cl[C:2]1[C:3]2[CH2:16][CH2:15][N:14]([C:17]3[CH:22]=[CH:21][N:20]=[CH:19][CH:18]=3)[C:4]=2[N:5]=[C:6]([N:8]2[CH2:13][CH2:12][O:11][CH2:10][CH2:9]2)[N:7]=1.CC1(C)C(C)(C)OB([C:31]2[CH:36]=[CH:35][C:34]([NH:37][S:38]([CH3:41])(=[O:40])=[O:39])=[CH:33][CH:32]=2)O1.B(O)O>>[N:8]1([C:6]2[N:7]=[C:2]([C:31]3[CH:32]=[CH:33][C:34]([NH:37][S:38]([CH3:41])(=[O:39])=[O:40])=[CH:35][CH:36]=3)[C:3]3[CH2:16][CH2:15][N:14]([C:17]4[CH:22]=[CH:21][N:20]=[CH:19][CH:18]=4)[C:4]=3[N:5]=2)[CH2:13][CH2:12][O:11][CH2:10][CH2:9]1. Procedure details: In the same manner as Example 1-B-10, using 4-chloro-2-morpholin-4-yl-7-pyridin-4-yl-6,7-dihydro-5H-pyrrolo[2,3-d]pyrimidine, and N-(4-(4,4,5,5-tetramethyl-1,3,2-dioxaborolan-2-yl)-phenyl)methane sulfonamide as a boronic acid, the desired compound was obtained as a colorless solid. Starting materials: C1CCOC1, COc1cc(C(=O)N2CCC(CCN3CCC(C(=O)c4nc5ccccc5n4Cc4ccc(F)cc4)CC3)(c3ccc(O[Si](C)(C)C(C)(C)C)cc3)C2)cc(OC)c1OC, CCCC[N+](CCCC)(CCCC)CCCC, ClCCl, [F-]. Product: COc1cc(C(=O)N2CCC(CCN3CCC(C(=O)c4nc5ccccc5n4Cc4ccc(F)cc4)CC3)(c3ccc(O)cc3)C2)cc(OC)c1OC. RXN SMILES: [CH2:61]1[O:62][CH2:63][CH2:64][CH2:65]1.[CH3:1][O:2][c:3]1[cH:4][c:5]([C:6](=[O:7])[N:8]2[CH2:9][C:10]([c:13]3[cH:14][cH:15][c:16]([O:19][Si:20]([C:21]([CH3:22])([CH3:23])[CH3:24])([CH3:25])[CH3:26])[cH:17][cH:18]3)([CH2:27][CH2:28][N:29]3[CH2:30][CH2:31][CH:32]([C:35](=[O:36])[c:37]4[n:38][c:39]5[c:40]([n:41]4[CH2:42][c:43]4[cH:44][cH:45][c:46]([F:49])[cH:47][cH:48]4)[cH:50][cH:51][cH:52][cH:53]5)[CH2:33][CH2:34]3)[CH2:11][CH2:12]2)[cH:54][c:55]([O:59][CH3:60])[c:56]1[O:57][CH3:58].[CH3:67][CH2:68][CH2:69][CH2:70][N+:71]([CH2:72][CH2:73][CH2:74][CH3:75])([CH2:76][CH2:77][CH2:78][CH3:79])[CH2:80][CH2:81][CH2:82][CH3:83].[Cl:84][CH2:85][Cl:86].[F-:66]>>[CH3:1][O:2][c:3]1[cH:4][c:5]([C:6](=[O:7])[N:8]2[CH2:9][C:10]([c:13]3[cH:14][cH:15][c:16]([OH:19])[cH:17][cH:18]3)([CH2:27][CH2:28][N:29]3[CH2:30][CH2:31][CH:32]([C:35](=[O:36])[c:37]4[n:38][c:39]5[c:40]([n:41]4[CH2:42][c:43]4[cH:44][cH:45][c:46]([F:49])[cH:47][cH:48]4)[cH:50][cH:51][cH:52][cH:53]5)[CH2:33][CH2:34]3)[CH2:11][CH2:12]2)[cH:54][c:55]([O:59][CH3:60])[c:56]1[O:57][CH3:58]. Reactants: CC(c1ccccc1)N1CCC(CC2(NC(=O)OC(C)(C)C)CC2)C1, O=C(Cl)OCc1ccccc1, ClCCl. The product is CC(C)(C)OC(=O)NC1(CC2CCN(C(=O)OCc3ccccc3)C2)CC1. RXN SMILES: [C:1]([CH3:2])([CH3:3])([CH3:4])[O:5][C:6](=[O:7])[NH:8][C:9]1([CH2:12][CH:13]2[CH2:14][N:15]([CH:18]([c:19]3[cH:20][cH:21][cH:22][cH:23][cH:24]3)[CH3:25])[CH2:16][CH2:17]2)[CH2:10][CH2:11]1.[Cl:26][C:27](=[O:28])[O:29][CH2:30][c:31]1[cH:32][cH:33][cH:34][cH:35][cH:36]1.[Cl:37][CH2:38][Cl:39]>>[C:1]([CH3:2])([CH3:3])([CH3:4])[O:5][C:6](=[O:7])[NH:8][C:9]1([CH2:12][CH:13]2[CH2:14][N:15]([C:27](=[O:28])[O:29][CH2:30][c:31]3[cH:32][cH:33][cH:34][cH:35][cH:36]3)[CH2:16][CH2:17]2)[CH2:10][CH2:11]1. The reactants are C(C1=CC=CC=C1)(=O)N1C2=CC=C(C=C2C=2CC(CCC12)C(=O)O)OC(C1=CC=CC=C1)=O (9-benzoyl-6-benzoyloxy-1,2,3,4-tetrahydrocarbazole-3-carboxylic acid), [H][H] (hydrogen), [H][H] (hydrogen). Reagents/catalysts: [Pd] (palladium-on-charcoal). Run in C(C)(=O)OCC (ethyl acetate). The product is C(C1=CC=CC=C1)(=O)N1C2=CC=C(C=C2C=2CC(CCC12)C(=O)O)O (9-Benzoyl-6-hydroxy-1,2,3,4-tetrahydrocarbazole-3-carboxylic acid). RXN SMILES: [C:1]([N:9]1[C:21]2[CH2:20][CH2:19][CH:18]([C:22]([OH:24])=[O:23])[CH2:17][C:16]=2[C:15]2[C:10]1=[CH:11][CH:12]=[C:13]([O:25]C(=O)C1C=CC=CC=1)[CH:14]=2)(=[O:8])[C:2]1[CH:7]=[CH:6][CH:5]=[CH:4][CH:3]=1.[H][H]>[Pd].C(OCC)(=O)C>[C:1]([N:9]1[C:21]2[CH2:20][CH2:19][CH:18]([C:22]([OH:24])=[O:23])[CH2:17][C:16]=2[C:15]2[C:10]1=[CH:11][CH:12]=[C:13]([OH:25])[CH:14]=2)(=[O:8])[C:2]1[CH:3]=[CH:4][CH:5]=[CH:6][CH:7]=1. Procedure: A solution of 8.1 g. of 9-benzoyl-6-benzoyloxy-1,2,3,4-tetrahydrocarbazole-3-carboxylic acid in 250 ml. of ethyl acetate over 1.5 g. of 10 percent palladium-on-charcoal was subjected to a hydrogen atmosphere at about 40 psig while being heated with a heat lamp. The reaction was stopped when a theoretical amount of hydrogen had been adsorbed (1 hour) and the resulting cooled mixture was filtered and evaporated to dryness under reduced pressure. The residue was crystallized from acetone-n-hexane t... Starting materials: [OH-].[Na+] (NaOH), C(C)OC(COC1=CC=C(C=C1)C(CN1C(C2=CC=C(C=C2C1)C(=N)NC(=O)OC(C)(C)C)=O)=O)=O ((4-{2-[5-(tert-Butoxycarbonylamino-imino-methyl)-1-oxo-1,3-dihydro-isoindol-2-yl]-acetyl}-phenoxy)-acetic acid ethyl ester), CC(=O)O (AcOH). Solvent: CO (MeOH). Run at time 30 minute. Yields the product C(C)(C)(C)OC(=O)NC(C=1C=C2CN(C(C2=CC1)=O)CC(=O)C1=CC=C(OCC(=O)O)C=C1)=N ((4-{2-[5-(tert-Butoxycarbonylamino-imino-methyl)-1-oxo-1,3-dihydro-isoindol-2-yl]-acetyl}-phenoxy)-acetic acid). Reaction SMILES: [OH-].[Na+].C([O:5][C:6](=[O:38])[CH2:7][O:8][C:9]1[CH:14]=[CH:13][C:12]([C:15](=[O:37])[CH2:16][N:17]2[CH2:25][C:24]3[C:19](=[CH:20][CH:21]=[C:22]([C:26]([NH:28][C:29]([O:31][C:32]([CH3:35])([CH3:34])[CH3:33])=[O:30])=[NH:27])[CH:23]=3)[C:18]2=[O:36])=[CH:11][CH:10]=1)C.CC(O)=O>CO>[C:32]([O:31][C:29]([NH:28][C:26](=[NH:27])[C:22]1[CH:23]=[C:24]2[C:19](=[CH:20][CH:21]=1)[C:18](=[O:36])[N:17]([CH2:16][C:15]([C:12]1[CH:11]=[CH:10][C:9]([O:8][CH2:7][C:6]([OH:38])=[O:5])=[CH:14][CH:13]=1)=[O:37])[CH2:25]2)=[O:30])([CH3:35])([CH3:33])[CH3:34] |f:0.1|. Reported procedure: Aqueous 0.1N NaOH (11.4 ml; 1.14 mmol) was added to a solution of the compound of example 17a (0.375 g; 0.756 mmol) in MeOH (10 ml), The reaction mixture was stirred at room temperature for 30 min., acidified with AcOH and concentrated. The crude title compound obtained was filtered, washed with cold water and dried under vacuum. Yield, 140 mg. Starting materials: O=C(O)c1cc(Cl)cc(Cl)n1, CCNc1cccc(C)c1. Reagents/catalysts: C1CCN(C1)[P+](N2CCCC2)(N3CCCC3)ON4C5=C(C=CC=N5)N=N4.F[P-](F)(F)(F)(F)F (PyAOP), CCN(C(C)C)C(C)C (DIPEA). Solvent: CN(C)C=O (DMF), CN(C)C=O (DMF), CN(C)C=O (DMF), CN(C)C=O (DMF), CN(C)C=O (DMF), CN(C)C=O (DMF). Run at temperature 25 celsius, time 2 hour. Yields the product CCN(C(=O)c1cc(Cl)cc(Cl)n1)c1cccc(C)c1. Isolated yield 55.2%. Reaction SMILES: CCNc1cccc(C)c1.O=C(O)c1cc(Cl)cc(Cl)n1.C1CCN(C1)[P+](N2CCCC2)(N3CCCC3)ON4C5=C(C=CC=N5)N=N4.F[P-](F)(F)(F)(F)F.CCN(C(C)C)C(C)C.CN(C)C=O>>CCN(C(=O)c1cc(Cl)cc(Cl)n1)c1cccc(C)c1.